Dataset: the Open Reaction Database (ORD), a public repository of structured organic reaction records. Task: describe an organic reaction: reactants, conditions, products, and yield Starting materials: CO[C@@H]1[C@H]([C@@H](CCC1(C)C)C(=C)C)CO ((1R,2R,6R)-[2-methoxy-3,3-dimethyl-6-(1-methylvinyl)cyclohexyl]methanol), [H-].[Na+] (sodium hydride), C(C1=CC=CC=C1)Br (benzyl bromide). The solvent is CN(C=O)C (N,N-dimethylformamide), C(C)(=O)OCC (ethyl acetate). Reaction conditions: time 10 hour. Product: CO[C@@H]1[C@@H]([C@@H](CCC1(C)C)C(=C)C)COCC1=CC=CC=C1 (benzyl [(1S,2R,6R)-2-methoxy-3,3-dimethyl-6-(1-methylvinyl)cyclohexyl]methyl ether). Isolated yield 83.0%. Reaction SMILES: [CH3:1][O:2][C@H:3]1[C:8]([CH3:10])([CH3:9])[CH2:7][CH2:6][C@@H:5]([C:11]([CH3:13])=[CH2:12])[C@@H:4]1[CH2:14][OH:15].[H-].[Na+].[CH2:18](Br)[C:19]1[CH:24]=[CH:23][CH:22]=[CH:21][CH:20]=1>CN(C)C=O.C(OCC)(=O)C>[CH3:1][O:2][C@H:3]1[C:8]([CH3:10])([CH3:9])[CH2:7][CH2:6][C@@H:5]([C:11]([CH3:13])=[CH2:12])[C@H:4]1[CH2:14][O:15][CH2:18][C:19]1[CH:24]=[CH:23][CH:22]=[CH:21][CH:20]=1 |f:1.2|. Procedure: A mixture of the above alcohol (621 g) and sodium hydride (141 mg, 60% dispersion in oil) and benzyl bromide (0.41 ml) in dry N,N-dimethylformamide (2.5 ml) was stirred for 10 hrs at room temperature. After the mixture was cooled to 0° C., the reaction was quenched by addition of water. The pH of the mixture was adjusted to pH 7 with 0.1N hydrochloric acid. The mixture was extracted with diethyl ether, and the combined organic layers were washed with brine, dried over anhydrous sodium sulfate, f... Starting materials: solution, [H-].C(C(C)C)[Al+]CC(C)C (diisobutylaluminum hydride), O (water), C(C)(=O)OCC (ethyl acetate), O (water), [Si](C)(C)(C(C)(C)C)O[C@@H](C(=O)OC)C1=CC(=CC=C1)Cl (methyl (R)-α-t-butyldimethylsilyloxy-3-chlorophenylacetate). Run in CCCCCC (hexane), CCCCCC (hexane), C1(=CC=CC=C1)C (toluene). Conditions: temperature -60 celsius, time 3 hour. Yields the product [Si](C)(C)(C(C)(C)C)O[C@@H](C=O)C1=CC(=CC=C1)Cl ((R)-α-t-Butyldimethylsilyloxy-α-(3-chlorophenyl)acetaldehyde). Yield: 23.0%. As a reaction SMILES: [Si:1]([O:8][C@H:9]([C:14]1[CH:19]=[CH:18][CH:17]=[C:16]([Cl:20])[CH:15]=1)[C:10](OC)=[O:11])([C:4]([CH3:7])([CH3:6])[CH3:5])([CH3:3])[CH3:2].[H-].C([Al+]CC(C)C)C(C)C.O.C(OCC)(=O)C>CCCCCC.C1(C)C=CC=CC=1>[Si:1]([O:8][C@H:9]([C:14]1[CH:19]=[CH:18][CH:17]=[C:16]([Cl:20])[CH:15]=1)[CH:10]=[O:11])([C:4]([CH3:7])([CH3:6])[CH3:5])([CH3:3])[CH3:2] |f:1.2|. Procedure: A solution of 26 g of methyl (R)-α-t-butyldimethylsilyloxy-3-chlorophenylacetate [prepared as described in Step (d), above] in a mixture of 1000 ml of anhydrous hexane and 500 ml of dry toluene was cooled to -60° C., and then 124 ml of a 1M solution of diisobutylaluminum hydride in hexane were added dropwise to the cooled solution. The resulting mixture was stirred at the same temperature for 3 hours, after which 10 ml of water were added to it, and the temperature of the mixture was gradually a... Product: O=Cc1ccccc1OCCCCCBr. The reactants are BrCCCCCBr, O=C([O-])[O-], CC(C)=O, O=Cc1ccccc1O, [I-], [K+], [K+], [K+]. RXN SMILES: [Br:10][CH2:11][CH2:12][CH2:13][CH2:14][CH2:15][Br:16].[C:17](=[O:18])([O-:19])[O-:20].[CH3:25][C:26](=[O:27])[CH3:28].[CH:1](=[O:2])[c:3]1[cH:4][cH:5][cH:6][cH:7][c:8]1[OH:9].[I-:24].[K+:21].[K+:22].[K+:23]>>[CH:1](=[O:2])[c:3]1[cH:4][cH:5][cH:6][cH:7][c:8]1[O:9][CH2:15][CH2:14][CH2:13][CH2:12][CH2:11][Br:10]. Starting materials: [Na+].C1(=CC=C(C=C1)S(=O)[O-])C (p-toluenesulfinic acid sodium salt), C(C)(C)(C)OC (methyl t-butyl ether). The solvent is O (H2O). Reaction conditions: time 5 minute. Product: C1(=CC=C(C=C1)S(=O)O)C (p-toluenesulfinic acid). Reaction SMILES: [Na+].[C:2]1([CH3:11])[CH:7]=[CH:6][C:5]([S:8]([O-:10])=[O:9])=[CH:4][CH:3]=1.C(OC)(C)(C)C>O>[C:2]1([CH3:11])[CH:7]=[CH:6][C:5]([S:8]([OH:10])=[O:9])=[CH:4][CH:3]=1 |f:0.1|. Reported procedure: To a suspension of p-toluenesulfinic acid sodium salt (30 g) in H2O (100 mL) was added methyl t-butyl ether (50 mL) followed by dropwise addition of conc HCI (15 mL). After stirring 5 min, the organic phase was removed and the aqueous phase was extracted with methyl t-butyl ether. The organic phase was dried (Na2SO4) and concentrated to near dryness. Hexane was added and the resulting precipitate collected to afford p-toluenesulfinic acid; yield 22 g. p-Toluenesulfinic acid (22 g, 140.6 mmol), p... Starting materials: O1CC=CC=C1 (1,2-dihydropyrane), C1(=CC=C(C=C1)S(=O)(=O)O)C (p-toluene sulfonic acid), BrC=1C=C(SC1C)CO (4-bromo-2 hydroxymethyl-5-methylthiophene). The solvent is CO (methanol). Run at time 24 hour. Product: BrC=1C=C(SC1C)COC1OCCCC1 (2-[(4-bromo-5-methylthiophen-2-yl)methoxy]tetrahydro-2H-pyrane). RXN SMILES: [O:1]1[CH:6]=[CH:5][CH:4]=[CH:3][CH2:2]1.C1(C)C=CC(S(O)(=O)=O)=CC=1.[Br:18][C:19]1[CH:20]=[C:21]([CH2:25][OH:26])[S:22][C:23]=1[CH3:24]>CO>[Br:18][C:19]1[CH:20]=[C:21]([CH2:25][O:26][CH:6]2[CH2:5][CH2:4][CH2:3][CH2:2][O:1]2)[S:22][C:23]=1[CH3:24]. Reported procedure: 2.6 ml of 1,2-dihydropyrane and 0.2 g of p-toluene sulfonic acid were added to 5.4 g of 4-bromo-2 hydroxymethyl-5-methylthiophene 9 in 40 ml of methanol. The reaction mixture was stirred at room temperature for 24 hours. Methanol was distilled under vacuum and the remainder was distilled by an oil pump. The yield was 6.82 g of the product 10 (90%), Tmelt=125-130° C. (5 mm Hg), nd165=1.5610. Mass-spectrum, m/z: 291, [M]+. 1H NMR spectrum (CDCl3, δ, ppm, J/Hz): 1.45-1.95 (m, 6H, 3×CH2), 2.37 (s, 3... The reactants are O (water), C([O-])([O-])=O.[K+].[K+] (potassium carbonate), CN1CCNCC1 (1-methylpiperazine), ClC1=CC=C(C(=N1)OC(C)C)[N+](=O)[O-] (6-chloro-3-nitro-2-(propan-2-yloxy)pyridine). Run in CS(=O)C (DMSO). Conditions: temperature 105 celsius. Yields the product CN1CCN(CC1)C1=NC(=C(C=C1)[N+](=O)[O-])OC(C)C (1-methyl-4-[5-nitro-6-(propan-2-yloxy)pyridin-2-yl]piperazine). Isolated yield 73.4%. RXN SMILES: C(=O)([O-])[O-].[K+].[K+].[CH3:7][N:8]1[CH2:13][CH2:12][NH:11][CH2:10][CH2:9]1.Cl[C:15]1[N:20]=[C:19]([O:21][CH:22]([CH3:24])[CH3:23])[C:18]([N+:25]([O-:27])=[O:26])=[CH:17][CH:16]=1.O>CS(C)=O>[CH3:7][N:8]1[CH2:13][CH2:12][N:11]([C:15]2[CH:16]=[CH:17][C:18]([N+:25]([O-:27])=[O:26])=[C:19]([O:21][CH:22]([CH3:24])[CH3:23])[N:20]=2)[CH2:10][CH2:9]1 |f:0.1.2|. Reported procedure: 463 mg of potassium carbonate and 224 mg of 1-methylpiperazine are added to a solution of 484 mg of 6-chloro-3-nitro-2-(propan-2-yloxy)pyridine in 4.45 ml of DMSO. The reaction medium is heated for 1 hour at 105° C. After cooling, the mixture is run into water and extracted with ethyl acetate. The organic phase is washed with a saturated sodium chloride solution, dried over magnesium sulfate, filtered and concentrated under reduced pressure. The residue is taken up in diisopropyl ether and the i...